This data is from the Open Reaction Database (ORD), a public repository of structured organic reaction records. The task is: describe an organic reaction: reactants, conditions, products, and yield The reactants are CCCNC(=O)CCl, CN(C)C=O, [H-], [Na+], Cc1ccc2ccc(N3C(=O)c4ccccc4C3O)nc2n1. The product is CCCNC(=O)C(O)C1c2ccccc2C(=O)N1c1ccc2ccc(C)nc2n1. Reaction SMILES: [CH2:25]([CH2:26][CH3:27])[NH:28][C:29]([CH2:30][Cl:31])=[O:32].[CH3:33][N:34]([CH3:35])[CH:37]=[O:36].[H-:23].[Na+:24].[OH:1][CH:2]1[N:3]([c:12]2[n:13][c:14]3[n:15][c:16]([CH3:22])[cH:17][cH:18][c:19]3[cH:20][cH:21]2)[C:4](=[O:11])[c:5]2[cH:6][cH:7][cH:8][cH:9][c:10]21>>[CH:2]1([CH:30]([C:29]([NH:28][CH2:25][CH2:26][CH3:27])=[O:32])[OH:36])[N:3]([c:12]2[n:13][c:14]3[n:15][c:16]([CH3:22])[cH:17][cH:18][c:19]3[cH:20][cH:21]2)[C:4](=[O:11])[c:5]2[cH:6][cH:7][cH:8][cH:9][c:10]21. Starting materials: C(C1=CC=C(C(=O)[O-])C=C1)(=O)[O-].C(CCC)[N+](CCCC)(CCCC)CCCC.C(CCC)[N+](CCCC)(CCCC)CCCC (bis(tetrabutylammonium) terephthalate), C(C1=CC=C(C(=O)O)C=C1)(=O)O (terephthalic acid), [OH-].C(C1=CC=CC=C1)[N+](C)(C)C (benzyltrimethylammonium hydroxide). The product is C(C1=CC=C(C(=O)[O-])C=C1)(=O)[O-].C(C1=CC=CC=C1)[N+](C)(C)C.C(C1=CC=CC=C1)[N+](C)(C)C (Bis(benzyltrimethylammonium) Terephthalate). As a reaction SMILES: [C:1]([O-:12])(=[O:11])[C:2]1[CH:10]=[CH:9][C:5]([C:6]([O-:8])=[O:7])=[CH:4][CH:3]=1.C([N+](CCCC)(CCCC)CCCC)CCC.C([N+](CCCC)(CCCC)CCCC)CCC.C(O)(=O)C1C=CC(C(O)=O)=CC=1.[OH-].[CH2:60]([N+:67]([CH3:70])([CH3:69])[CH3:68])[C:61]1[CH:66]=[CH:65][CH:64]=[CH:63][CH:62]=1>>[C:1]([O-:12])(=[O:11])[C:2]1[CH:10]=[CH:9][C:5]([C:6]([O-:8])=[O:7])=[CH:4][CH:3]=1.[CH2:60]([N+:67]([CH3:70])([CH3:69])[CH3:68])[C:61]1[CH:66]=[CH:65][CH:64]=[CH:63][CH:62]=1.[CH2:60]([N+:67]([CH3:70])([CH3:69])[CH3:68])[C:61]1[CH:66]=[CH:65][CH:64]=[CH:63][CH:62]=1 |f:0.1.2,4.5,6.7.8|. Procedure details: The procedure was the same as described above for bis(tetrabutylammonium) terephthalate using 0.277 g (1.67×10-3 mol) of terephthalic acid and benzyltrimethylammonium hydroxide (3.4 mL, 0.57 g, 3.6×10-3 mol) (40% by weight in methanol). The yield of salt obtained after removal of solvent was 0.688 g, 88%. 1H and 13C NMR spectra (FIGS. 47 and 48) of the salt in D2O were obtained and are in accord with the expected structure. The reactants are CC=1C=C(C=CC1)NC=1C2=C(N=C(N1)SC)C=CNC2=O (4-[(3-methylphenyl)amino]-2-(methylthio)pyrido[4,3-d]pyrimidin-5(6H)-one), C1CC(=O)N(C1=O)Br (NBS). Run in CN(C=O)C (N,N-Dimethylformamide). Run at time 2 hour. Yields the product BrC1=CNC(C2=C1N=C(N=C2NC2=CC(=CC=C2)C)SC)=O (8-bromo-4-[(3-methylphenyl)amino]-2-(methylthio)pyrido[4,3-d]pyrimidin-5(6H)-one). The yield is 74.3%. RXN SMILES: [CH3:1][C:2]1[CH:3]=[C:4]([NH:8][C:9]2[C:10]3[C:20](=[O:21])[NH:19][CH:18]=[CH:17][C:11]=3[N:12]=[C:13]([S:15][CH3:16])[N:14]=2)[CH:5]=[CH:6][CH:7]=1.C1C(=O)N([Br:29])C(=O)C1>CN(C)C=O>[Br:29][C:17]1[C:11]2[N:12]=[C:13]([S:15][CH3:16])[N:14]=[C:9]([NH:8][C:4]3[CH:5]=[CH:6][CH:7]=[C:2]([CH3:1])[CH:3]=3)[C:10]=2[C:20](=[O:21])[NH:19][CH:18]=1. Reported procedure: 4-[(3-methylphenyl)amino]-2-(methylthio)pyrido[4,3-d]pyrimidin-5(6H)-one (500 mg, 1.676 mmol) was dissolved into N,N-Dimethylformamide (DMF) (8 mL) and NBS (298 mg, 1.676 mmol) was added. The reaction mixture was stirred at rt for 2 h. It was quenched with water (12 mL) and EtOAc (5 mL) was added. The mixture was filtered to collect the precipitate, which was further dried under high vacuum to give 470 mg of crude product (83% pure based on LC-MS). Reactants: CCCc1nc2c(C)cc(C(=O)OC)cc2n1Cc1ccc2c(c1)CCc1ccccc1C2=CC#N, CCO, Cl, [Na+], [OH-]. Product: CCCc1nc2c(C)cc(C(=O)O)cc2n1Cc1ccc2c(c1)CCc1ccccc1C2=CC#N. As a reaction SMILES: [CH3:1][O:2][C:3](=[O:4])[c:5]1[cH:6][c:7]([CH3:36])[c:8]2[c:9]([n:10]([CH2:16][c:17]3[cH:18][c:19]4[c:20]([cH:33][cH:34]3)[C:21](=[CH:30][C:31]#[N:32])[c:22]3[c:23]([cH:26][cH:27][cH:28][cH:29]3)[CH2:24][CH2:25]4)[c:11]([CH2:13][CH2:14][CH3:15])[n:12]2)[cH:35]1.[CH3:40][CH2:41][OH:42].[ClH:39].[Na+:38].[OH-:37]>>[O:2]=[C:3]([OH:4])[c:5]1[cH:6][c:7]([CH3:36])[c:8]2[c:9]([n:10]([CH2:16][c:17]3[cH:18][c:19]4[c:20]([cH:33][cH:34]3)[C:21](=[CH:30][C:31]#[N:32])[c:22]3[c:23]([cH:26][cH:27][cH:28][cH:29]3)[CH2:24][CH2:25]4)[c:11]([CH2:13][CH2:14][CH3:15])[n:12]2)[cH:35]1. Starting materials: C[C@@H]1N([C@@H](CCC1)C)CCNC(CN1C(C(CC1)OC(C)=O)=O)=O ((R/S)-cis-N-[2-(2,6-dimethyl-1-piperidinyl)ethyl]-2-(3-acetoxy-2-oxo-1-pyrrolidinyl)acetamide), N (ammonia). The solvent is saturated solution, CO (methanol). Product: C[C@@H]1N([C@@H](CCC1)C)CCNC(CN1C(C(CC1)O)=O)=O ((R/S)-cis-N-[2(2,6-dimethyl-1-piperidinyl)ethyl]-2-(3-hydroxy-2-oxo-1-pyrrolidinyl)acetamide). As a reaction SMILES: [CH3:1][C@H:2]1[CH2:7][CH2:6][CH2:5][C@@H:4]([CH3:8])[N:3]1[CH2:9][CH2:10][NH:11][C:12](=[O:24])[CH2:13][N:14]1[CH2:18][CH2:17][CH:16]([O:19]C(=O)C)[C:15]1=[O:23].N>CO>[CH3:8][C@H:4]1[CH2:5][CH2:6][CH2:7][C@@H:2]([CH3:1])[N:3]1[CH2:9][CH2:10][NH:11][C:12](=[O:24])[CH2:13][N:14]1[CH2:18][CH2:17][CH:16]([OH:19])[C:15]1=[O:23]. Reported procedure: 0.3 g of (R/S)-cis-N-[2-(2,6-dimethyl-1-piperidinyl)ethyl]-2-(3-acetoxy-2-oxo-1-pyrrolidinyl)acetamide is stirred at room temperature for 2 hours in 30 ml of a saturated solution of ammonia in methanol. After evaporation of the methanol, the residue is treated three times with toluene and in each case again evaporated. After trituration in diethyl ether, there is obtained (R/S)-cis-N-[2(2,6-dimethyl-1-piperidinyl)ethyl]-2-(3-hydroxy-2-oxo-1-pyrrolidinyl)acetamide of melting point 129°-130°. Reactants: COc1ccc(Cn2c(=O)c3cc(CC(F)(F)F)sc3n(Cc3c(F)cc(-c4ccccc4C#N)cc3F)c2=O)c(OC)c1, Cc1ccccc1, O=C(O)C(F)(F)F. The product is N#Cc1ccccc1-c1cc(F)c(Cn2c(=O)[nH]c(=O)c3cc(CC(F)(F)F)sc32)c(F)c1. As a reaction SMILES: [CH3:1][O:2][c:3]1[cH:4][c:5]([O:39][CH3:40])[cH:41][cH:42][c:43]1[CH2:44][n:6]1[c:7](=[O:38])[n:8]([CH2:21][c:22]2[c:23]([F:37])[cH:24][c:25](-[c:29]3[c:30]([C:35]#[N:36])[cH:31][cH:32][cH:33][cH:34]3)[cH:26][c:27]2[F:28])[c:9]2[c:10]([c:11]1=[O:12])[cH:13][c:14]([CH2:16][C:17]([F:18])([F:19])[F:20])[s:15]2.[CH3:52][c:53]1[cH:54][cH:55][cH:56][cH:57][cH:58]1.[OH:45][C:46]([C:47]([F:48])([F:49])[F:50])=[O:51]>>[nH:6]1[c:7](=[O:38])[n:8]([CH2:21][c:22]2[c:23]([F:37])[cH:24][c:25](-[c:29]3[c:30]([C:35]#[N:36])[cH:31][cH:32][cH:33][cH:34]3)[cH:26][c:27]2[F:28])[c:9]2[c:10]([c:11]1=[O:12])[cH:13][c:14]([CH2:16][C:17]([F:18])([F:19])[F:20])[s:15]2. Starting materials: diamidine, [O-]CC.[Na+].OC=1C=C(C#N)C=CC1O (3,4-dihydroxybenzonitrile sodium ethoxide), BrCCCCCBr (1,5-dibromopentane), diamidine. The solvent is C(C)O (ethanol). The product is BrCCCCCOC=1C=C(C#N)C=CC1OCCCCCBr (3,4-Bis-(5-bromo-pentyloxy)-benzonitrile). Reaction SMILES: [O-:1][CH2:2][CH3:3].[Na+].O[C:6]1[CH:7]=[C:8]([CH:11]=[CH:12][C:13]=1[OH:14])[C:9]#[N:10].Br[CH2:16][CH2:17][CH2:18][CH2:19][CH2:20][Br:21]>C(O)C>[Br:21][CH2:20][CH2:19][CH2:18][CH2:3][CH2:2][O:1][C:6]1[CH:7]=[C:8]([CH:11]=[CH:12][C:13]=1[O:14][CH2:16][CH2:17][CH2:18][CH2:19][CH2:20][Br:21])[C:9]#[N:10] |f:0.1.2|. Procedure: Another example of a diamidine derivative is a diamidine trimer having a meta-para linkage. The meta-para oligomer is synthesized by nucleophilic substitution of one bromine atom in 1,5-dibromopentane (used in large excess) by both oxygen atoms of a 3,4-dihydroxybenzonitrile sodium ethoxide containing ethanol solvent giving the 3,4-Bis-(5-bromo-pentyloxy)-benzonitrile. This benzonitrile is dissolved in ethanol and added to a solution containing 2 equivalents of 4-hydroxybenzonitrile and sodium e... Reactants: C(C)C1=CC=C(CBr)C=C1 (4-ethylbenzyl bromide), C(CC#N)#N (malononitrile), C([O-])([O-])=O.[K+].[K+] (potassium carbonate), O (water). Reagents/catalysts: [Br-].C(CCC)[N+](CCCC)(CCCC)CCCC (tetra-n-butylammonium bromide). Solvent: C1(=CC=CC=C1)C (toluene). Product: C(C)C1=CC=C(C=C1)CC(C#N)C#N (2-(4-ethylphenylmethyl)malononitrile). Yield: 35.4%. Reaction SMILES: [CH2:1]([C:3]1[CH:10]=[CH:9][C:6]([CH2:7]Br)=[CH:5][CH:4]=1)[CH3:2].[C:11](#[N:15])[CH2:12][C:13]#[N:14].C(=O)([O-])[O-].[K+].[K+].O>[Br-].C([N+](CCCC)(CCCC)CCCC)CCC.C1(C)C=CC=CC=1>[CH2:1]([C:3]1[CH:10]=[CH:9][C:6]([CH2:7][CH:12]([C:11]#[N:15])[C:13]#[N:14])=[CH:5][CH:4]=1)[CH3:2] |f:2.3.4,6.7|. Procedure: A mixed solution of 4-ethylbenzyl bromide (10.0 g), malononitrile (6.64 g), potassium carbonate (6.94 g) and tetra-n-butylammonium bromide (648 mg) in toluene (100 ml) was agitated at room temperature for 17 hours. The reaction mixture was poured into water, and the mixture was extracted with ethyl acetate twice. The extract was washed successively with water and brine, and dried over sodium sulfate. The solvent was evaporated under reduced pressure and the residue was purified by silica gel col... Starting materials: [H][H] (hydrogen), 1-L, CN(C=CC1=C(C=C(C=C1)S(=O)(=O)C)[N+](=O)[O-])C (1-dimethylamino-2-(4-methylsulphonyl-2-nitrophenyl)ethene), O1CCCC1 (tetrahydrofuran). Reagents/catalysts: [Pd] (palladium on carbon), catalyst. Solvent: CCCCCC (hexane), C(C)(=O)OCC (ethyl acetate), C(C)(=O)OCC (ethyl acetate). Run at temperature 50 celsius. Yields the product ON1C=CC2=CC=C(C=C12)S(=O)(=O)C (1-hydroxy-6-methylsulphonylindole). Yield: 25.3%. As a reaction SMILES: CN(C)[CH:3]=[CH:4][C:5]1[CH:10]=[CH:9][C:8]([S:11]([CH3:14])(=[O:13])=[O:12])=[CH:7][C:6]=1[N+:15]([O-:17])=O.O1CCCC1.[H][H]>[Pd].C(OCC)(=O)C.CCCCCC>[OH:17][N:15]1[C:6]2[C:5](=[CH:10][CH:9]=[C:8]([S:11]([CH3:14])(=[O:13])=[O:12])[CH:7]=2)[CH:4]=[CH:3]1. Reported procedure: A 1-L pressure reactor was charged with 1-dimethylamino-2-(4-methylsulphonyl-2-nitrophenyl)ethene (54.0 g, 0.2 mol), 5.0% palladium on carbon hydrogenation catalyst (0.3 g) and tetrahydrofuran (500 mL). The reactor then was sealed, pressurized to approximately 30 bars absolute with hydrogen and heated with stirring to 50° C., at which point an exotherm caused the temperature to rise to approximately 85° C. The reaction mixture then was stirred at 60°-70° C. for 1 hour, after which time the react... Reactants: FC=1C=CC=C2C(=NN(C12)CC(C)C)C1=C(C=C(C=C1)OC)C (7-fluoro-1-isobutyl-3-(4-methoxy-2-methyl-phenyl)-1H-indazole), B(Br)(Br)Br (boron tribromide), C1=CCCCC1 (cyclohexene). Yields the product FC=1C=CC=C2C(=NN(C12)CC(C)C)C1=C(C=C(C=C1)O)C (4-(7-fluoro-1-isobutyl-1H-indazole-3-yl)-3-methylphenol). Isolated yield 96.1%. Reaction SMILES: [F:1][C:2]1[CH:3]=[CH:4][CH:5]=[C:6]2[C:10]=1[N:9]([CH2:11][CH:12]([CH3:14])[CH3:13])[N:8]=[C:7]2[C:15]1[CH:20]=[CH:19][C:18]([O:21]C)=[CH:17][C:16]=1[CH3:23].B(Br)(Br)Br.C1CCCCC=1>>[F:1][C:2]1[CH:3]=[CH:4][CH:5]=[C:6]2[C:10]=1[N:9]([CH2:11][CH:12]([CH3:14])[CH3:13])[N:8]=[C:7]2[C:15]1[CH:20]=[CH:19][C:18]([OH:21])=[CH:17][C:16]=1[CH3:23]. Procedure: Prepared according to Method D step C from 7-fluoro-1-isobutyl-3-(4-methoxy-2-methyl-phenyl)-1H-indazole (0.364 g, 1.2 mmol), boron tribromide (0.450 mL, 4.6 mmol) and 1.0 mL of cyclohexene to give the product (0.344 g) as a white solid.